Dataset: the Open Reaction Database (ORD), a public repository of structured organic reaction records. Task: describe an organic reaction: reactants, conditions, products, and yield Starting materials: [Br-], CCCC[N+](CCCC)(CCCC)CCCC, [F-], [K+], C1CCOC1, Cc1ccc(S(=O)(=O)n2cc(-c3ccc(Br)s3)c(OCc3ccccc3)n2)cc1. The product is Brc1ccc(-c2c[nH]nc2OCc2ccccc2)s1. Reaction SMILES: [Br-:48].[CH3:31][CH2:32][CH2:33][CH2:34][N+:35]([CH2:36][CH2:37][CH2:38][CH3:39])([CH2:40][CH2:41][CH2:42][CH3:43])[CH2:44][CH2:45][CH2:46][CH3:47].[F-:30].[K+:49].[O:50]1[CH2:51][CH2:52][CH2:53][CH2:54]1.[c:1]1([CH3:2])[cH:3][cH:4][c:5]([S:6](=[O:7])(=[O:8])[n:10]2[n:11][c:12]([O:21][CH2:22][c:23]3[cH:24][cH:25][cH:26][cH:27][cH:28]3)[c:13](-[c:15]3[s:16][c:17]([Br:20])[cH:18][cH:19]3)[cH:14]2)[cH:9][cH:29]1>>[nH:10]1[n:11][c:12]([O:21][CH2:22][c:23]2[cH:24][cH:25][cH:26][cH:27][cH:28]2)[c:13](-[c:15]2[s:16][c:17]([Br:20])[cH:18][cH:19]2)[cH:14]1.